describe an organic reaction: reactants, conditions, products, and yield From a dataset of the Open Reaction Database (ORD), a public repository of structured organic reaction records. Starting materials: ClCCCl, ClCCl, Nc1nnc(-c2ccc(F)cc2)s1, NS(=O)(=O)c1ccc(Cl)c(C(=O)O)c1, On1nnc2cccnc21. Product: NS(=O)(=O)c1ccc(Cl)c(C(=O)Nc2nnc(-c3ccc(F)cc3)s2)c1. Reaction SMILES: [CH2:28]([Cl:29])[CH2:30][Cl:31].[Cl:42][CH2:43][Cl:44].[F:1][c:2]1[cH:3][cH:4][c:5](-[c:8]2[n:9][n:10][c:11]([NH2:13])[s:12]2)[cH:6][cH:7]1.[NH2:14][S:15](=[O:16])(=[O:17])[c:18]1[cH:19][cH:20][c:21]([Cl:27])[c:22]([C:23](=[O:24])[OH:25])[cH:26]1.[OH:32][n:33]1[c:34]2[n:35][cH:36][cH:37][cH:38][c:39]2[n:40][n:41]1>>[F:1][c:2]1[cH:3][cH:4][c:5](-[c:8]2[n:9][n:10][c:11]([NH:13][C:23]([c:22]3[c:21]([Cl:27])[cH:20][cH:19][c:18]([S:15]([NH2:14])(=[O:16])=[O:17])[cH:26]3)=[O:24])[s:12]2)[cH:6][cH:7]1. The reactants are C([C@@H]1[C@H]([C@@H]([C@H]([C@H](O1)O)N)O)O)OP(=O)(O)O (GlcN-6-P), C(C)(=O)N1C(CCC1=O)=O (N-acetylsuccinimide). Solvent: C1CCOC1.O (THF water). Yields the product CC(=O)NC1C(C(C(OC1O)COP(=O)(O)O)O)O (GlcNAc-6-P). Reaction SMILES: [CH2:1]([O:12][P:13]([OH:16])([OH:15])=[O:14])[C@H:2]1[O:7][C@H:6]([OH:8])[C@H:5]([NH2:9])[C@@H:4]([OH:10])[C@@H:3]1[OH:11].[C:17](N1C(=O)CCC1=O)(=[O:19])[CH3:18]>C1COCC1.O>[CH3:18][C:17]([NH:9][CH:5]1[CH:6]([OH:8])[O:7][CH:2]([CH2:1][O:12][P:13]([OH:16])([OH:15])=[O:14])[CH:3]([OH:11])[CH:4]1[OH:10])=[O:19] |f:2.3|. Procedure: In one process, GlcN-6-P was acetylated in THF/water using N-acetylsuccinimide (NAS) to form GlcNAc-6-P. Acetic anhydride can also be used. That N-acetyl compound was treated with an enzyme preparation from Candida utilis containing N-acetylglucosamine phosphomutase (EC 2.7.5.2) and UDP-GlcNAc pyrophosphorylase (EC 2.7.7.23) to first form GlcNAc-1-P and then UDP-GlcNAc in the presence of UTP and inorganic pyrophosphatase (EC 3.6.1.1) to destroy the inorganic pyrophosphate formed. Starting materials: CC1=C(C=CC(=C1C)OC)C(CC)=O (1-(2,3-Dimethyl-4-methoxyphenyl)-1-propanone), Cl (hydrogen chloride), C=O (paraformaldehyde), N1CCCC1 (pyrrolidine). Solvent: C(C)(C)O (isopropanol), CC(=O)C (acetone), ice water. Yields the product Cl.CC1=C(C=CC(=C1C)OC)C(C(CN1CCCC1)C)=O (1-(2,3-Dimethyl-4-methoxyphenyl)-2-methyl-3-(1-pyrrolidinyl)-1-propanone hydrochloride). Reaction SMILES: [CH3:1][C:2]1[C:7]([CH3:8])=[C:6]([O:9][CH3:10])[CH:5]=[CH:4][C:3]=1[C:11](=[O:14])[CH2:12][CH3:13].[CH2:15]=O.[NH:17]1[CH2:21][CH2:20][CH2:19][CH2:18]1.[ClH:22]>C(O)(C)C.CC(C)=O>[ClH:22].[CH3:1][C:2]1[C:7]([CH3:8])=[C:6]([O:9][CH3:10])[CH:5]=[CH:4][C:3]=1[C:11](=[O:14])[CH:12]([CH3:15])[CH2:13][N:17]1[CH2:21][CH2:20][CH2:19][CH2:18]1 |f:6.7|. Procedure: 1-(2,3-Dimethyl-4-methoxyphenyl)-1-propanone (20.0 g), paraformaldehyde (6.2 g) and pyrrolidine (8.9 g) are combined in isopropanol (30 ml) and 35% ethanolic hydrogen chloride (16 ml) is added to adjust the solution to an acidic pH. The mixture is then stirred and heated at reflux for 20 hours. After cooling, acetone (300 ml) is added to the reaction mixture and the resulting solution is cooled in ice water. Crystalline product is filtered and recrystallized twice from ethanol (50 ml)-acetone (5... The solvent is C(C)#N (acetonitrile), C(C)#N (acetonitrile). Procedure: (S)-2-Oxo-3-[[(phenylmethoxy)carbonyl]amino]-N-[[(4-pyridyl)amino]sulfonyl]-1-azetidinecarboxamide (2.1 g; see example 36) was suspended in 25 ml of acetonitrile and 3 g (3.6 ml) of bis(trimethylsilyl)acetamide was added with stirring. After a few minutes a clear solution was formed. This solution was added to a suspension of 1 g of 10% palladium on charcoal in 25 ml of acetonitrile, through which hydrogen was passed for 30 minutes prior to the addition of the solution of the starting azetidinon... Conditions: time 30 minute. The reagents and catalysts are [Pd] (palladium on charcoal). Starting materials: O=C1N(C[C@@H]1NC(=O)OCC1=CC=CC=C1)C(=O)NS(=O)(=O)NC1=CC=NC=C1 ((S)-2-Oxo-3-[[(phenylmethoxy)carbonyl]amino]-N-[[(4-pyridyl)amino]sulfonyl]-1-azetidinecarboxamide), N1C(CC1)=O (azetidinone), C[Si](C)(C)C(C(=O)N)[Si](C)(C)C (bis(trimethylsilyl)acetamide), [H][H] (hydrogen). As a reaction SMILES: [O:1]=[C:2]1[C@@H:5]([NH:6]C(OCC2C=CC=CC=2)=O)[CH2:4][N:3]1[C:17]([NH:19][S:20]([NH:23][C:24]1[CH:29]=[CH:28][N:27]=[CH:26][CH:25]=1)(=[O:22])=[O:21])=[O:18].C[Si](C([Si](C)(C)C)C(N)=O)(C)C.[H][H].N1CCC1=O>C(#N)C.[Pd]>[NH2:6][C@H:5]1[CH2:4][N:3]([C:17]([NH:19][S:20]([NH:23][C:24]2[CH:25]=[CH:26][N:27]=[CH:28][CH:29]=2)(=[O:22])=[O:21])=[O:18])[C:2]1=[O:1]. Yields the product N[C@@H]1C(N(C1)C(=O)NS(=O)(=O)NC1=CC=NC=C1)=O ((S)-3-Amino-2-oxo-N-[[(4-pyridyl)amino]sulfonyl]-1-azetidinecarboxamide). The reactants are [OH-].[K+] (KOH), FC(C(=O)O)(F)F (Trifluoroacetic acid), C(C1=CC=CC=C1)OC(N[C@H](C(=O)C1=CC=C(C=C1)Cl)C)=O ([(S)-2-(4-Chloro-phenyl)-1-methyl-2-oxo-ethyl]-carbamic acid benzyl ester), C[SiH](C1=CC=CC=C1)C (dimethylphenylsilane). Run in CCOC(=O)C (EtOAc), [Cl-].[Na+].O (brine), C1CCOC1 (THF). Conditions: temperature 0 celsius, time 4 hour. Product: C(C1=CC=CC=C1)OC(N[C@H](C(O)C1=CC=C(C=C1)Cl)C)=O ([(S)-2-(4-Chloro-phenyl)-2-hydroxy-1-methyl-ethyl]-carbamic acid benzyl ester). RXN SMILES: FC(F)(F)C(O)=O.[CH2:8]([O:15][C:16](=[O:29])[NH:17][C@@H:18]([CH3:28])[C:19]([C:21]1[CH:26]=[CH:25][C:24]([Cl:27])=[CH:23][CH:22]=1)=[O:20])[C:9]1[CH:14]=[CH:13][CH:12]=[CH:11][CH:10]=1.C[SiH](C)C1C=CC=CC=1.[OH-].[K+]>CCOC(C)=O.[Cl-].[Na+].O.C1COCC1>[CH2:8]([O:15][C:16](=[O:29])[NH:17][C@@H:18]([CH3:28])[CH:19]([C:21]1[CH:26]=[CH:25][C:24]([Cl:27])=[CH:23][CH:22]=1)[OH:20])[C:9]1[CH:14]=[CH:13][CH:12]=[CH:11][CH:10]=1 |f:3.4,6.7.8|. Reported procedure: Trifluoroacetic acid (2 mL) was cooled to −5° C. [(S)-2-(4-Chloro-phenyl)-1-methyl-2-oxo-ethyl]-carbamic acid benzyl ester (0.87 g, 2.7 mmol) was added slowly, followed by dimethylphenylsilane (0.5 mL, 3.3 mmol), and the mixture was stirred for 4 hours. Once no starting material was seen by analytical tlc, the mixture was cooled to 0° C. and treated with 50% aqueous KOH (10 mL), followed by THF. After stirring at mom temperature for 5 hours, only starting material was seen by analytical tlc, and...